The task is: describe an organic reaction: reactants, conditions, products, and yield. This data is from the Open Reaction Database (ORD), a public repository of structured organic reaction records. Solvent: C1CCOC1 (THF). Product: NC=1C(=NC=CN1)C(=O)C1=CC=C(C=C1)Cl ((3-Amino-pyrazin-2-yl)-(4-chloro-phenyl)-methanone). Procedure: A solution of 0.9 M 4-chlorophenyl magnesium bromide in THF/toluene (9.15 ml, 8.24 mmol) is added dropwise to a solution of 3-amino-pyrazine-2-carboxylic acid methoxy-methylamide (0.5 g, 2.74 mmol) in THF (15 ml) at 0° C. The reaction is allowed to warm to room temperature and stirred for 1.5 hours. The reaction mixture is cooled to 0° C. and 2 M HCl (20 ml) is added. The product is extracted into EtOAc (3×40 ml), dried (MgSO4) and concentrated in vacuo. Purification by flash chromatography (SiO... Reaction conditions: time 1.5 hour. The reactants are Cl (HCl), ClC1=CC=C(C=C1)[Mg]Br (4-chlorophenyl magnesium bromide), C1CCOC1.C1(=CC=CC=C1)C (THF toluene), CON(C(=O)C1=NC=CN=C1N)C (3-amino-pyrazine-2-carboxylic acid methoxy-methylamide). Reaction SMILES: [Cl:1][C:2]1[CH:7]=[CH:6][C:5]([Mg]Br)=[CH:4][CH:3]=1.C1COCC1.C1(C)C=CC=CC=1.CON(C)[C:25]([C:27]1[C:32]([NH2:33])=[N:31][CH:30]=[CH:29][N:28]=1)=[O:26].Cl>C1COCC1>[NH2:33][C:32]1[C:27]([C:25]([C:5]2[CH:6]=[CH:7][C:2]([Cl:1])=[CH:3][CH:4]=2)=[O:26])=[N:28][CH:29]=[CH:30][N:31]=1 |f:1.2|. RXN SMILES: [CH2:26]([CH3:27])[O:28][C:29]([CH:30]=[C:31]([CH2:32][Br:33])[O:34][c:35]1[c:36]([Cl:41])[cH:37][cH:38][cH:39][cH:40]1)=[O:42].[CH3:1][O:2][C:3]([CH:4]([CH2:5][CH2:6][O:7][Si:8]([CH3:9])([CH3:10])[C:11]([CH3:12])([CH3:13])[CH3:14])[NH2:15])=[O:16].[CH3:43][C:44]#[N:45].[CH:17]([N:18]([CH2:19][CH3:20])[CH:21]([CH3:22])[CH3:23])([CH3:24])[CH3:25]>>[CH3:1][O:2][C:3]([CH:4]([CH2:5][CH2:6][O:7][Si:8]([CH3:9])([CH3:10])[C:11]([CH3:12])([CH3:13])[CH3:14])[NH:15][CH2:32][C:31](=[CH:30][C:29]([O:28][CH2:26][CH3:27])=[O:42])[O:34][c:35]1[c:36]([Cl:41])[cH:37][cH:38][cH:39][cH:40]1)=[O:16]. Yields the product CCOC(=O)C=C(CNC(CCO[Si](C)(C)C(C)(C)C)C(=O)OC)Oc1ccccc1Cl. Reactants: CCOC(=O)C=C(CBr)Oc1ccccc1Cl, COC(=O)C(N)CCO[Si](C)(C)C(C)(C)C, CC#N, CCN(C(C)C)C(C)C. Starting materials: O=C(OCc1ccccc1)ON1C(=O)CCC1=O, ClC(Cl)Cl, NCCCN. The product is NCCCNC(=O)OCc1ccccc1. Reaction SMILES: [CH2:6]([c:7]1[cH:8][cH:9][cH:10][cH:11][cH:12]1)[O:13][C:14](=[O:15])[O:16][N:17]1[C:18](=[O:19])[CH2:20][CH2:21][C:22]1=[O:23].[Cl:24][CH:25]([Cl:26])[Cl:27].[NH2:1][CH2:2][CH2:3][CH2:4][NH2:5]>>[NH:1]([CH2:2][CH2:3][CH2:4][NH2:5])[C:14]([O:13][CH2:6][c:7]1[cH:8][cH:9][cH:10][cH:11][cH:12]1)=[O:15]. The reactants are C(C1=CC=CC=C1)OC=1C=C(C=CC1OC(F)F)C=1OC=C(N1)CCC(=O)C1=C(C=CC=C1)OCC (3-[2-(3-benzyloxy-4-difluoromethoxyphenyl)oxazol-4-yl]-1-(2-ethoxyphenyl)propan-1-one). The reagents and catalysts are [C].[Pd] (palladium-carbon). The solvent is C(C)O (ethanol). Reaction conditions: time 45 minute. Yields the product FC(OC1=C(C=C(C=C1)C=1OC=C(N1)CCC(=O)C1=C(C=CC=C1)OCC)O)F (3-[2-(4-difluoromethoxy-3-hydroxyphenyl)oxazol-4-yl]-1-(2-ethoxyphenyl)propan-1-one). Reaction SMILES: C([O:8][C:9]1[CH:10]=[C:11]([C:19]2[O:20][CH:21]=[C:22]([CH2:24][CH2:25][C:26]([C:28]3[CH:33]=[CH:32][CH:31]=[CH:30][C:29]=3[O:34][CH2:35][CH3:36])=[O:27])[N:23]=2)[CH:12]=[CH:13][C:14]=1[O:15][CH:16]([F:18])[F:17])C1C=CC=CC=1>C(O)C.[C].[Pd]>[F:18][CH:16]([F:17])[O:15][C:14]1[CH:13]=[CH:12][C:11]([C:19]2[O:20][CH:21]=[C:22]([CH2:24][CH2:25][C:26]([C:28]3[CH:33]=[CH:32][CH:31]=[CH:30][C:29]=3[O:34][CH2:35][CH3:36])=[O:27])[N:23]=2)=[CH:10][C:9]=1[OH:8] |f:2.3|. Procedure: A 75 mg quantity of 3-[2-(3-benzyloxy-4-difluoromethoxyphenyl)oxazol-4-yl]-1-(2-ethoxyphenyl)propan-1-one obtained in Example 228 was dissolved in 1 ml of ethanol. A 7 mg quantity of 10% palladium-carbon powder was added thereto, and the mixture was stirred under a hydrogen atmosphere at room temperature for 45 minutes. The catalyst was removed by filtration, the filtrate was concentrated, and the obtained residue was purified by silica gel column chromatography (dichloromethane:ethanol=100:1) t... Starting materials: CCOC(=O)c1cc(Br)nn1-c1ncc(Cl)cc1Cl, CO, [Na+], [OH-], O. The product is O=C(O)c1cc(Br)nn1-c1ncc(Cl)cc1Cl. Reaction SMILES: [Br:1][c:2]1[n:3][n:4](-[c:12]2[n:13][cH:14][c:15]([Cl:19])[cH:16][c:17]2[Cl:18])[c:5]([C:7](=[O:8])[O:9][CH2:10][CH3:11])[cH:6]1.[CH3:20][OH:21].[Na+:23].[OH-:22].[OH2:24]>>[Br:1][c:2]1[n:3][n:4](-[c:12]2[n:13][cH:14][c:15]([Cl:19])[cH:16][c:17]2[Cl:18])[c:5]([C:7](=[O:8])[OH:9])[cH:6]1. The reactants are BrC1=CC(=C(C=C1)C(C(C(F)(F)F)(O)C=1C=CC2=C(N(C(O2)=O)C)C1)C)C(F)(F)F (5-[2-(4-Bromo-2-trifluoromethyl-phenyl)-1-hydroxy-1-trifluoromethyl-propyl]-3-methyl-3H-benzooxazol-2-one), FC=1C=C(C=CC1C(=O)OC)B(O)O (3-fluoro-4-methoxycarbonyl-benzeneboronic acid). Yields the product COC(=O)C1=C(C=C(C=C1)C1=CC(=C(C=C1)C(C(C(F)(F)F)(C=1C=CC2=C(N(C(O2)=O)C)C1)O)C)C(F)(F)F)F (3-Fluoro-4′-[3,3,3-trifluoro-2-hydroxy-1-methyl-2-(3-methyl-2-oxo-2,3-dihydro-benzooxazol-5-yl)-propyl]-3′-trifluoromethyl-biphenyl-4-carboxylic acid methyl ester). Reaction SMILES: Br[C:2]1[CH:7]=[CH:6][C:5]([CH:8]([CH3:26])[C:9]([C:15]2[CH:16]=[CH:17][C:18]3[O:22][C:21](=[O:23])[N:20]([CH3:24])[C:19]=3[CH:25]=2)([OH:14])[C:10]([F:13])([F:12])[F:11])=[C:4]([C:27]([F:30])([F:29])[F:28])[CH:3]=1.[F:31][C:32]1[CH:33]=[C:34](B(O)O)[CH:35]=[CH:36][C:37]=1[C:38]([O:40][CH3:41])=[O:39]>>[CH3:41][O:40][C:38]([C:37]1[CH:36]=[CH:35][C:34]([C:2]2[CH:7]=[CH:6][C:5]([CH:8]([CH3:26])[C:9]([OH:14])([C:15]3[CH:16]=[CH:17][C:18]4[O:22][C:21](=[O:23])[N:20]([CH3:24])[C:19]=4[CH:25]=3)[C:10]([F:12])([F:13])[F:11])=[C:4]([C:27]([F:29])([F:30])[F:28])[CH:3]=2)=[CH:33][C:32]=1[F:31])=[O:39]. Procedure details: The title compound was prepared in analogy to Example 117 from 5-[2-(4-bromo-2-trifluoromethyl-phenyl)-1-hydroxy-1-trifluoromethyl-propyl]-3-methyl-3H-benzooxazol-2-one (obtained in Example 193, step 3) by Suzuki coupling with 3-fluoro-4-methoxycarbonyl-benzeneboronic acid [CAS Reg. No. 505083-04-5]. MS (m/e)=572.1 [M+H+]. Reactants: C(C)(C)(C)ON=C1C=C(OC2=CC=C(C=C12)OCCCl)C1=CC=2N(C=N1)C=CC2 (6-(2-chloro-ethoxy)-2-pyrrolo[1,2-c]pyrimidin-3-yl-chromen-4-one O-tert-butyl oxime), FC1(CNCCC1)F (3,3-difluoro-piperidine). Product: Cl.FC1(CN(CCC1)CCOC=1C=C2C(C=C(OC2=CC1)C1=CC=2N(C=N1)C=CC2)=NO)F (6-[2-(3,3-difluoro-piperidin-1-yl)-ethoxy]-2-pyrrolo[1,2-c]pyrimidin-3-yl-chromen-4-one oxime, hydrochloride). As a reaction SMILES: C([O:5][N:6]=[C:7]1[C:16]2[C:11](=[CH:12][CH:13]=[C:14]([O:17][CH2:18][CH2:19][Cl:20])[CH:15]=2)[O:10][C:9]([C:21]2[N:26]=[CH:25][N:24]3[CH:27]=[CH:28][CH:29]=[C:23]3[CH:22]=2)=[CH:8]1)(C)(C)C.[F:30][C:31]1([F:37])[CH2:36][CH2:35][CH2:34][NH:33][CH2:32]1>>[ClH:20].[F:30][C:31]1([F:37])[CH2:36][CH2:35][CH2:34][N:33]([CH2:19][CH2:18][O:17][C:14]2[CH:15]=[C:16]3[C:11](=[CH:12][CH:13]=2)[O:10][C:9]([C:21]2[N:26]=[CH:25][N:24]4[CH:27]=[CH:28][CH:29]=[C:23]4[CH:22]=2)=[CH:8][C:7]3=[N:6][OH:5])[CH2:32]1 |f:2.3|. Procedure: 6-[2-(3,3-difluoro-piperidin-1-yl)-ethoxy]-2-pyrrolo[1,2-c]pyrimidin-3-yl-chromen-4-one oxime, hydrochloride was prepared in 72% overall yield using the method described in example 87, starting from 6-(2-chloro-ethoxy)-2-pyrrolo[1,2-c]pyrimidin-3-yl-chromen-4-one O-tert-butyl oxime (example 87B) and 3,3-difluoro-piperidine. Yields the product O[C@H](C)[C@@H]1[C@@H]2N(C(=C([C@@H]2C)S[C@H]2C[C@H](NC2)C2CCN(CC2)CCO)C(=O)OCC2=CC=C(C=C2)[N+](=O)[O-])C1=O (p-nitrobenzyl (1R, 5S, 6S)-6-[(R)-1-hydroxyethyl]-2-[(2S, 4S)-2-[N-(2-hydroxyethyl)piperidin-4-yl]pyrrolidin-4-ylthio]-1-methyl-1-carbapen-2-em-3-carboxylate). Run at time 19 hour. The reactants are O(C1=CC=CC=C1)P(=O)(OC1=CC=CC=C1)OC=1[C@@H]([C@@H]2N(C1C(=O)OCC1=CC=C(C=C1)[N+](=O)[O-])C([C@@H]2[C@@H](C)O)=O)C (p-nitrobenzyl (1R, 5S, 6S)-2-diphenoxyphosphoryloxy-6-[(R)-1-hydroxyethyl]-1-methyl-1-carbapen-2-em-3-carboxylate), C(C)(C)N(C(C)C)CC (N,N-diisopropylethylamine), Cl.Cl.OCCN1CCC(CC1)[C@H]1NC[C@H](C1)S ((2S, 4S)-2-[N-(2-hydroxyethyl)piperidin-4-yl]-4-mercaptopyrrolidine dihydrochloride). The yield is 55.3%. Solvent: C(C)#N (acetonitrile). RXN SMILES: O(P(O[C:18]1[C@H:19]([CH3:42])[C@H:20]2[C@@H:37]([C@H:38]([OH:40])[CH3:39])[C:36](=[O:41])[N:21]2[C:22]=1[C:23]([O:25][CH2:26][C:27]1[CH:32]=[CH:31][C:30]([N+:33]([O-:35])=[O:34])=[CH:29][CH:28]=1)=[O:24])(OC1C=CC=CC=1)=O)C1C=CC=CC=1.C(N(CC)C(C)C)(C)C.Cl.Cl.[OH:54][CH2:55][CH2:56][N:57]1[CH2:62][CH2:61][CH:60]([C@@H:63]2[CH2:67][C@H:66]([SH:68])[CH2:65][NH:64]2)[CH2:59][CH2:58]1>C(#N)C>[OH:40][C@@H:38]([C@H:37]1[C:36](=[O:41])[N:21]2[C:22]([C:23]([O:25][CH2:26][C:27]3[CH:28]=[CH:29][C:30]([N+:33]([O-:35])=[O:34])=[CH:31][CH:32]=3)=[O:24])=[C:18]([S:68][C@@H:66]3[CH2:65][NH:64][C@H:63]([CH:60]4[CH2:59][CH2:58][N:57]([CH2:56][CH2:55][OH:54])[CH2:62][CH2:61]4)[CH2:67]3)[C@H:19]([CH3:42])[C@H:20]12)[CH3:39] |f:2.3.4|. Reported procedure: To a solution of p-nitrobenzyl (1R, 5S, 6S)-2-diphenoxyphosphoryloxy-6-[(R)-1-hydroxyethyl]-1-methyl-1-carbapen-2-em-3-carboxylate (8.92 g, 15 mmol) in acetonitrile (600 ml), N,N-diisopropylethylamine (10.7 ml, 61.5 mmol) was added under cooling with ice and (2S, 4S)-2-[N-(2-hydroxyethyl)piperidin-4-yl]-4-mercaptopyrrolidine dihydrochloride (4.80 g, 15.8 mmol) was further added in limited amount. After the mixture was stirred at the same temperature for 19 hours, the reaction solution was concen... The reactants are CCOC(=O)C(C)(C)Br, O=C([O-])[O-], CC#N, [K+], [K+], O=C1CCCc2c1ccc(O)c2CCc1ccccc1. The product is CCOC(=O)C(C)(C)Oc1ccc2c(c1CCc1ccccc1)CCCC2=O. As a reaction SMILES: [Br:27][C:28]([C:29](=[O:30])[O:31][CH2:32][CH3:33])([CH3:34])[CH3:35].[C:21](=[O:22])([O-:23])[O-:24].[CH3:36][C:37]#[N:38].[K+:25].[K+:26].[OH:1][c:2]1[c:3]([CH2:13][CH2:14][c:15]2[cH:16][cH:17][cH:18][cH:19][cH:20]2)[c:4]2[c:9]([cH:10][cH:11]1)[C:8](=[O:12])[CH2:7][CH2:6][CH2:5]2>>[O:1]([c:2]1[c:3]([CH2:13][CH2:14][c:15]2[cH:16][cH:17][cH:18][cH:19][cH:20]2)[c:4]2[c:9]([cH:10][cH:11]1)[C:8](=[O:12])[CH2:7][CH2:6][CH2:5]2)[C:28]([C:29](=[O:30])[O:31][CH2:32][CH3:33])([CH3:34])[CH3:35].